Dataset: the Open Reaction Database (ORD), a public repository of structured organic reaction records. Task: describe an organic reaction: reactants, conditions, products, and yield The reactants are C(CCC)[C@@H]1CC[C@H](CC1)CC#N (trans-4-butylcyclohexylacetonitrile), [OH-].[K+] (KOH), O (water), N (ammonia). Reaction SMILES: [CH2:1]([C@H:5]1[CH2:10][CH2:9][C@H:8]([CH2:11][C:12]#N)[CH2:7][CH2:6]1)[CH2:2][CH2:3][CH3:4].[OH-:14].[K+].[OH2:16].N>C(O)C>[CH2:1]([C@H:5]1[CH2:10][CH2:9][C@H:8]([CH2:11][C:12]([OH:16])=[O:14])[CH2:7][CH2:6]1)[CH2:2][CH2:3][CH3:4] |f:1.2|. Run in C(C)O (ethanol). Procedure details: 34 g (0.19 mol) of trans-4-butylcyclohexylacetonitrile, 43 g (0.76 mol) of KOH, 34 cm3 of water and 190 cm3 of ethanol were refluxed on a hot water bath until formation of ammonia gas stopped. The ethanol in the reactant was removed, the residue was dissolved in 100 cm3 of water, it was poured into a beaker containing 100 cm3 of concentrated HCl and 100 g of ice, and the deposited crystals were filtered and washed in water. The crystals were recrystallized from a solvent mixture of methanol and ... The product is C(CCC)[C@@H]1CC[C@H](CC1)CC(=O)O (trans-4-butylcyclohexylacetic acid). Starting materials: C([O-])([O-])=O.[K+].[K+] (potassium carbonate), BrC1CCCC1 (bromocyclopentane), OC=1C=CC(=C(C=O)C1)OC (5-hydroxy-2-methoxybenzaidehyde). Run in C(C)#N (acetonitrile). Run at temperature 80 celsius, time 16 hour. The product is COC1=C(C=O)C=C(C=C1)OC1CCCC1 (2-Methoxy-5-cyclopentyloxybenzaldehyde). As a reaction SMILES: C(=O)([O-])[O-].[K+].[K+].Br[CH:8]1[CH2:12][CH2:11][CH2:10][CH2:9]1.[OH:13][C:14]1[CH:15]=[CH:16][C:17]([O:22][CH3:23])=[C:18]([CH:21]=1)[CH:19]=[O:20]>C(#N)C>[CH3:23][O:22][C:17]1[CH:16]=[CH:15][C:14]([O:13][CH:8]2[CH2:12][CH2:11][CH2:10][CH2:9]2)=[CH:21][C:18]=1[CH:19]=[O:20] |f:0.1.2|. Procedure details: 5.45 g of potassium carbonate (39.4 mmol) and 4.2 ml of bromocyclopentane (39.4 mmol) are added to a solution of 4 g of 5-hydroxy-2-methoxybenzaidehyde (26.3 mmol) in 27 ml of acetonitrile. The mixture is stirred for 16 hours at 80° C. and is then poured into ice-cold water and extracted with ether, and the organic phase is washed with normal aqueous sodium hydroxide solution and then with saturated aqueous sodium chloride solution. The organic phase is dried over magnesium sulfate and filtered,...